From a dataset of the Open Reaction Database (ORD), a public repository of structured organic reaction records. describe an organic reaction: reactants, conditions, products, and yield Reactants: CSC1=NCC(=O)N1, CCO, [Na+], [OH-], NCc1cccc2cc(S(=O)(=O)c3ccccc3)ccc12. The product is O=C1CN=C(NCc2cccc3cc(S(=O)(=O)c4ccccc4)ccc23)N1. Reaction SMILES: [CH3:22][S:23][C:24]1=[N:25][CH2:26][C:27](=[O:29])[NH:28]1.[CH3:32][CH2:33][OH:34].[Na+:31].[OH-:30].[c:1]1([S:7](=[O:8])(=[O:9])[c:10]2[cH:11][c:12]3[cH:13][cH:14][cH:15][c:16]([CH2:20][NH2:21])[c:17]3[cH:18][cH:19]2)[cH:2][cH:3][cH:4][cH:5][cH:6]1>>[c:1]1([S:7](=[O:8])(=[O:9])[c:10]2[cH:11][c:12]3[cH:13][cH:14][cH:15][c:16]([CH2:20][NH:21][C:24]4=[N:25][CH2:26][C:27](=[O:29])[NH:28]4)[c:17]3[cH:18][cH:19]2)[cH:2][cH:3][cH:4][cH:5][cH:6]1.